Dataset: the Open Reaction Database (ORD), a public repository of structured organic reaction records. Task: describe an organic reaction: reactants, conditions, products, and yield Starting materials: [N+](=O)([O-])C1=CC=C(OC(=O)N(C)C2=CC=C(OCC(=O)N[C@@H](CC(N)=O)C(=O)N[C@H]([C@@H](C(=O)N3[C@H](C(=O)NC(C)(C)C)CCC3)O)CC3=CC=CC=C3)C=C2)C=C1 (1-[(2S,3S)-3-{N2 -[4-(N-p-Nitrophenoxycarbonyl-N-methylamino)phenoxy]acetyl-L-asparaginyl}amino-2-hydroxy-4-phenylbutyryl]-N-t-butyl-L-prolinamide), N1CCOCC1 (morpholine), N1CCOCC1 (morpholine). Conditions: time 6 day. The product is O1CCN(CC1)C(=O)N(C)C1=CC=C(OCC(=O)N[C@@H](CC(N)=O)C(=O)N[C@H]([C@@H](C(=O)N2[C@H](C(=O)NC(C)(C)C)CCC2)O)CC2=CC=CC=C2)C=C1 (1-[(2S,3S)-3-{N2 -[4-(N-Morpholinocarbonyl-N-methylamino)phenoxy]acetyl-L-asparaginyl}amino-2-hydroxy-4-phenylbutyryl]-N-t-butyl-L-prolinamide). As a reaction SMILES: [N+](C1C=CC([O:8][C:9]([N:11]([C:13]2[CH:55]=[CH:54][C:16]([O:17][CH2:18][C:19]([NH:21][C@H:22]([C:27]([NH:29][C@@H:30]([CH2:47][C:48]3[CH:53]=[CH:52][CH:51]=[CH:50][CH:49]=3)[C@H:31]([OH:46])[C:32]([N:34]3[CH2:45][CH2:44][CH2:43][C@H:35]3[C:36]([NH:38][C:39]([CH3:42])([CH3:41])[CH3:40])=[O:37])=[O:33])=[O:28])[CH2:23][C:24](=[O:26])[NH2:25])=[O:20])=[CH:15][CH:14]=2)[CH3:12])=O)=CC=1)([O-])=O.[NH:58]1[CH2:63][CH2:62][O:61][CH2:60][CH2:59]1>>[O:61]1[CH2:62][CH2:63][N:58]([C:9]([N:11]([C:13]2[CH:55]=[CH:54][C:16]([O:17][CH2:18][C:19]([NH:21][C@H:22]([C:27]([NH:29][C@@H:30]([CH2:47][C:48]3[CH:53]=[CH:52][CH:51]=[CH:50][CH:49]=3)[C@H:31]([OH:46])[C:32]([N:34]3[CH2:45][CH2:44][CH2:43][C@H:35]3[C:36]([NH:38][C:39]([CH3:42])([CH3:41])[CH3:40])=[O:37])=[O:33])=[O:28])[CH2:23][C:24](=[O:26])[NH2:25])=[O:20])=[CH:15][CH:14]=2)[CH3:12])=[O:8])[CH2:59][CH2:60]1. Procedure details: A solution of 47 mg (0.060 mmol) of 1-[(2S,3S)-3-{N2 -[4-(P-N-nitrophenoxycarbonyl-N-methylamino)-phenoxy]acetyl-L-asparaginyl}amino-2-hydroxy-4-phenylbutyryl]-N-t-butyl-L-prolinamide (prepared as described in Example 42) dissolved in 0.5 ml of morpholine was allowed to stand at room temperature for 6 days. At the end of this time, the reaction mixture was freed from an excess of morpholine by distillation under reduced pressure, and the residue was diluted with chloroform and then washed with w... Starting materials: [OH-].[Na+] (NaOH), [OH-].[Na+] (NaOH), Cl (HCl), OC1=CC=C(C(=O)O)C=C1 (para-hydroxybenzoic acid), C(CCCCCCCCC)(=O)Cl (decanoyl chloride), Cl (HCl). Run in C(C)(C)O (isopropanol), O (water). Conditions: temperature 67.5 celsius, time 1 hour. The product is C(CCCCCCCCC)(=O)OC1=CC=C(C(=O)O)C=C1 (Para-Decanoyloxybenzoic Acid). Reaction SMILES: [OH:1][C:2]1[CH:10]=[CH:9][C:5]([C:6]([OH:8])=[O:7])=[CH:4][CH:3]=1.[OH-].[Na+].[C:13](Cl)(=[O:23])[CH2:14][CH2:15][CH2:16][CH2:17][CH2:18][CH2:19][CH2:20][CH2:21][CH3:22].Cl>O.C(O)(C)C>[C:13]([O:1][C:2]1[CH:10]=[CH:9][C:5]([C:6]([OH:8])=[O:7])=[CH:4][CH:3]=1)(=[O:23])[CH2:14][CH2:15][CH2:16][CH2:17][CH2:18][CH2:19][CH2:20][CH2:21][CH3:22] |f:1.2|. Procedure details: 69.1 g (0.5 mol) of para-hydroxybenzoic acid were first dissolved in 200 ml of water and 300 ml of isopropanol and this solution was adjusted to a pH of 10.5 at 20 to 25° C. using 87.4 g of NaOH solution (32% strength by weight aqueous solution, 0.7 mol). Metered in to this solution at a pH of 10.5 subsequently, over the course of three hours, were 95.4 g (0.5 mol) of decanoyl chloride. The pH was held at 10.5 using 40.5 g of NaOH solution (32% strength by weight aqueous solution, 0.324 mol) and... Starting materials: [BH4-], CO, NC(=O)c1ccc(Oc2cccc3c(C=O)cccc23)nc1, CCN(C(C)C)C(C)C, [Cl-], [NH3+]C1CCC(F)(F)CC1, [Na+], O. Yields the product NC(=O)c1ccc(Oc2cccc3c(CNC4CCC(F)(F)CC4)cccc23)nc1. As a reaction SMILES: [BH4-:42].[CH3:44][OH:45].[CH:1](=[O:2])[c:3]1[c:4]2[cH:5][cH:6][cH:7][c:8]([O:13][c:14]3[n:15][cH:16][c:17]([C:18](=[O:19])[NH2:20])[cH:21][cH:22]3)[c:9]2[cH:10][cH:11][cH:12]1.[CH:33]([N:34]([CH2:35][CH3:36])[CH:37]([CH3:38])[CH3:39])([CH3:40])[CH3:41].[Cl-:23].[F:24][C:25]1([F:32])[CH2:26][CH2:27][CH:28]([NH3+:31])[CH2:29][CH2:30]1.[Na+:43].[OH2:46]>>[CH2:1]([c:3]1[c:4]2[cH:5][cH:6][cH:7][c:8]([O:13][c:14]3[n:15][cH:16][c:17]([C:18](=[O:19])[NH2:20])[cH:21][cH:22]3)[c:9]2[cH:10][cH:11][cH:12]1)[NH:31][CH:28]1[CH2:27][CH2:26][C:25]([F:24])([F:32])[CH2:30][CH2:29]1.